Dataset: the Open Reaction Database (ORD), a public repository of structured organic reaction records. Task: describe an organic reaction: reactants, conditions, products, and yield Starting materials: N\C(=C(/C(=O)OCC)\F)\C(F)(F)F (ethyl 3-amino-2,4,4,4-tetrafluorocrotonate), ClC1=CC(=C(C=C1OC(C)C)N=C=O)F (4-chloro-2-fluoro-5-isopropoxyphenyl isocyanate). The product is ClC1=CC(=C(C=C1OC(C)C)N1C(NC(=C(C1=O)F)C(F)(F)F)=O)F (3-(4-chloro-2-fluoro-5-isopropoxyphenyl)-5-fluoro-6-trifluoromethyl-2,4(1H,3H)-pyrimidinedione). As a reaction SMILES: [NH2:1]/[C:2](/[C:10]([F:13])([F:12])[F:11])=[C:3](/[F:9])\[C:4]([O:6]CC)=O.[Cl:14][C:15]1[C:20]([O:21][CH:22]([CH3:24])[CH3:23])=[CH:19][C:18]([N:25]=[C:26]=[O:27])=[C:17]([F:28])[CH:16]=1>>[Cl:14][C:15]1[C:20]([O:21][CH:22]([CH3:23])[CH3:24])=[CH:19][C:18]([N:25]2[C:4](=[O:6])[C:3]([F:9])=[C:2]([C:10]([F:11])([F:12])[F:13])[NH:1][C:26]2=[O:27])=[C:17]([F:28])[CH:16]=1. Reported procedure: using ethyl 3-amino-2,4,4,4-tetrafluorocrotonate and 4-chloro-2-fluoro-5-isopropoxyphenyl isocyanate there is obtained 3-(4-chloro-2-fluoro-5-isopropoxyphenyl)-5-fluoro-6-trifluoromethyl-2,4(1H,3H)-pyrimidinedione, m.p. 133°-135° C. Reactants: O (Water), [OH-].[Na+] (Sodium hydroxide), OO (hydrogen peroxide), ClC=1C=C(C=CC1)C=1C=C(C=NC1OC)CN1N=CC(=C1)C#N (1-((5-(3-chlorophenyl)-6-methoxypyridin-3-yl)methyl)-1H-pyrazole-4-carbonitrile). Solvent: CO (MeOH). Run at temperature 50 celsius, time 2 hour. The product is ClC=1C=C(C=CC1)C=1C=C(C=NC1OC)CN1N=CC(=C1)C(=O)N (1-{[5-(3-Chlorophenyl)-6-methoxypyridin-3-yl]methyl}-1H-pyrazole-4-carboxamide). Yield: 91.2%. RXN SMILES: [Cl:1][C:2]1[CH:3]=[C:4]([C:8]2[CH:9]=[C:10]([CH2:16][N:17]3[CH:21]=[C:20]([C:22]#[N:23])[CH:19]=[N:18]3)[CH:11]=[N:12][C:13]=2[O:14][CH3:15])[CH:5]=[CH:6][CH:7]=1.[OH-:24].[Na+].OO.O>CO>[Cl:1][C:2]1[CH:3]=[C:4]([C:8]2[CH:9]=[C:10]([CH2:16][N:17]3[CH:21]=[C:20]([C:22]([NH2:23])=[O:24])[CH:19]=[N:18]3)[CH:11]=[N:12][C:13]=2[O:14][CH3:15])[CH:5]=[CH:6][CH:7]=1 |f:1.2|. Reported procedure: A solution of 1-((5-(3-chlorophenyl)-6-methoxypyridin-3-yl)methyl)-1H-pyrazole-4-carbonitrile (Example 170, 25.00 mg, 0.08 mmol) in MeOH (1.54 mL) was heated to 50° C., until the starting material dissolved. Sodium hydroxide (0.23 mL, 1.00 mol/L, 0.23 mmol) and hydrogen peroxide (0.23 mL, 1.00 mol/L, 0.23 mmol) were added and the reaction stirred at 50° C. for 2 h. Water was added (5 mL), and the mixture was filtered and washed with water (3×5 mL) to afford the title compound as a solid (25.0 mg... Reactants: [H-].[Na+] (sodium hydride), C1(=CC=CC=C1)O (phenol), ClC=1C=C(C=C(C1)Cl)C1=NC(=NC(=C1C(=O)NCCCC1=CC=CC=C1)C)S(=O)(=O)C (4-(3,5-dichlorophenyl)-6-methyl-2-methylsulfonyl-N-(3-phenylpropyl)-5-pyrimidinecarboxamide). The solvent is CN(C)C=O (DMF). Reaction conditions: time 30 minute. The product is ClC=1C=C(C=C(C1)Cl)C1=NC(=NC(=C1C(=O)NCCCC1=CC=CC=C1)C)OC1=CC=CC=C1 (4-(3,5-dichlorophenyl)-6-methyl-2-phenoxy-N-(3-phenylpropyl)-5-pyrimidinecarboxamide). As a reaction SMILES: [C:1]1([OH:7])[CH:6]=[CH:5][CH:4]=[CH:3][CH:2]=1.[H-].[Na+].[Cl:10][C:11]1[CH:12]=[C:13]([C:18]2[C:23]([C:24]([NH:26][CH2:27][CH2:28][CH2:29][C:30]3[CH:35]=[CH:34][CH:33]=[CH:32][CH:31]=3)=[O:25])=[C:22]([CH3:36])[N:21]=[C:20](S(C)(=O)=O)[N:19]=2)[CH:14]=[C:15]([Cl:17])[CH:16]=1>CN(C=O)C>[Cl:10][C:11]1[CH:12]=[C:13]([C:18]2[C:23]([C:24]([NH:26][CH2:27][CH2:28][CH2:29][C:30]3[CH:35]=[CH:34][CH:33]=[CH:32][CH:31]=3)=[O:25])=[C:22]([CH3:36])[N:21]=[C:20]([O:7][C:1]3[CH:6]=[CH:5][CH:4]=[CH:3][CH:2]=3)[N:19]=2)[CH:14]=[C:15]([Cl:17])[CH:16]=1 |f:1.2|. Procedure: 39.3 mg (0.0798 mmol) of phenol was dissolved in DMF. 16.7 mg (0.418 mmol) of sodium hydride (60% oily substance) was added at 0° C. and stirred at the same temperature for 30 minutes. 100 mg (0.209 mmol) of 4-(3,5-dichlorophenyl)-6-methyl-2-methylsulfonyl-N-(3-phenylpropyl)-5-pyrimidinecarboxamide was added at the same temperature and stirred heating to room temperature for 12 hours. After concentration under reduced pressure, the obtained residue was diluted with ethyl acetate. The organic lay... Reactants: BrC=1C=C2C(=C(C=NC2=CC1)S(=O)(=O)C)Cl (6-bromo-4-chloro-3-(methylsulfonyl)quinoline), C(C)N(C1CCC(CC1)N)CC (N1,N1-diethylcyclohexane-1,4-diamine). Product: BrC=1C=C2C(=C(C=NC2=CC1)S(=O)(=O)C)NC1CCC(CC1)N(CC)CC (N1-[6-Bromo-3-(methylsulfonyl)quinolin-4-yl]-N4,N4-diethylcyclohexane-1,4-diamine). Isolated yield 86.7%. Reaction SMILES: [Br:1][C:2]1[CH:3]=[C:4]2[C:9](=[CH:10][CH:11]=1)[N:8]=[CH:7][C:6]([S:12]([CH3:15])(=[O:14])=[O:13])=[C:5]2Cl.[CH2:17]([N:19]([CH2:27][CH3:28])[CH:20]1[CH2:25][CH2:24][CH:23]([NH2:26])[CH2:22][CH2:21]1)[CH3:18]>>[Br:1][C:2]1[CH:3]=[C:4]2[C:9](=[CH:10][CH:11]=1)[N:8]=[CH:7][C:6]([S:12]([CH3:15])(=[O:14])=[O:13])=[C:5]2[NH:26][CH:23]1[CH2:22][CH2:21][CH:20]([N:19]([CH2:27][CH3:28])[CH2:17][CH3:18])[CH2:25][CH2:24]1. Reported procedure: Following general procedure B, 6-bromo-4-chloro-3-(methylsulfonyl)quinoline (161 mg, 0.500 mmol) was reacted with N1,N1-diethylcyclohexane-1,4-diamine (170 mg, 1.00 mmol) to afford the desired product (197 mg, 87%) as a white solid: ESI MS m/z 454 [C20H28BrN3O2S+H]+.